Dataset: the Open Reaction Database (ORD), a public repository of structured organic reaction records. Task: describe an organic reaction: reactants, conditions, products, and yield Starting materials: [I-].[I-].[I-].COCCN(C=1C=C(C2=NC3=C(C=CC=C3[S+]=C2C1)CC)C)CCOC.COCCN(CCOC)C=1C=C(C2=NC3=C(C=CC=C3[S+]=C2C1)CC)C.COCCN(CCOC)C=1C=C(C2=NC3=C(C=CC=C3[S+]=C2C1)CC)C (3-(bis(2-methoxyethyl)amino)-9-ethyl-1-methylphenothiazin-5-ium triiodide), CN1CCNCC1 (1-methylpiperazine), CO (methanol). The product is [I-].COCCN(C=1C=C(C2=NC3=C(C=C(C=C3[S+]=C2C1)N1CCN(CC1)C)C)CC)CCOC (3-(Bis(2-methoxyethyl)amino)-1-ethyl-9-methyl-7-(4-methylpiperazin-1-yl)phenothiazin-5-ium iodide). Reaction SMILES: [I-:1].[I-].[I-].CO[CH2:6][CH2:7][N:8]([CH2:26][CH2:27]OC)[C:9]1[CH:10]=[C:11]([CH3:25])[C:12]2[C:21]([CH:22]=1)=[S+:20][C:19]1[C:14](=[C:15]([CH2:23][CH3:24])[CH:16]=[CH:17][CH:18]=1)[N:13]=2.[CH3:30][O:31][CH2:32][CH2:33][N:34](C1C=C(C)C2C(C=1)=[S+]C1C(=C(CC)C=CC=1)N=2)[CH2:35][CH2:36]OC.COC[CH2:59][N:60](C1C=C(C)C2C(C=1)=[S+]C1C(=C(CC)C=CC=1)N=2)CCOC.CN1CCNCC1.[CH3:89][OH:90]>>[I-:1].[CH3:89][O:90][CH2:36][CH2:35][N:34]([CH2:33][CH2:32][O:31][CH3:30])[C:17]1[CH:16]=[C:15]([CH2:23][CH3:24])[C:14]2[C:19]([CH:18]=1)=[S+:20][C:21]1[C:12](=[C:11]([CH3:25])[CH:10]=[C:9]([N:8]3[CH2:7][CH2:6][N:60]([CH3:59])[CH2:27][CH2:26]3)[CH:22]=1)[N:13]=2 |f:0.1.2.3.4.5,8.9|. Procedure: A solution of 3-(bis(2-methoxyethyl)amino)-9-ethyl-1-methylphenothiazin-5-ium triiodide (150 mg, 0.2 mmol) in methanol (10 mL) and 1-methylpiperazine (30 mg, 0.3 mmol) was stirred for 2 h at room temperature. The resulting mixture was concentrated to dryness and purified by flash chromatography using the methanol-chloroform gradient to provide the title compound. Reactants: O1C(OCC1)C1=NC(=CC=C1)C=C (2-[1,3]dioxolan-2-yl-6-vinylpyridine), solution, C(CCC)[Li] (n-butyllithium), [I-].C[S+](C)C (trimethylsulfonium iodide). Run in O1CCCC1 (tetrahydrofuran), CCCCCC (hexane), O1CCCC1 (tetrahydrofuran). Run at temperature -15 celsius, time 20 minute. Product: C1(CC1)C1=NC(=CC=C1)C1OCCO1 (2-cyclopropyl-6-[1,3]dioxolan-2-yl-pyridine). Reaction SMILES: [CH2:1]([Li])CCC.[I-].C[S+](C)C.[O:11]1[CH2:15][CH2:14][O:13][CH:12]1[C:16]1[CH:21]=[CH:20][CH:19]=[C:18]([CH:22]=[CH2:23])[N:17]=1>CCCCCC.O1CCCC1>[CH:22]1([C:18]2[CH:19]=[CH:20][CH:21]=[C:16]([CH:12]3[O:13][CH2:14][CH2:15][O:11]3)[N:17]=2)[CH2:1][CH2:23]1 |f:1.2|. Procedure: 5.60 ml of a 1.6 M solution of n-butyllithium in hexane are introduced dropwise into a suspension of 2.71 g of trimethylsulfonium iodide (13.3 mmol) in 25 ml of tetrahydrofuran cooled to -15° C. The solution is stirred at -15° C. for 20 minutes under nitrogen, and then a solution of 1.57 g of 2-[1,3]dioxolan-2-yl-6-vinylpyridine (8.90 mmol) in 5 ml of tetrahydrofuran is added dropwise. After stirring for 1 hour at -15° C., the suspension is stirred for 3 hours at room temperature. The tetrahydro... Starting materials: [Li+], COC(=O)c1ccc(C)c(C(=O)Nc2ccc(N)nc2)c1, C1CCOC1, [OH-], O. Yields the product Cc1ccc(C(=O)O)cc1C(=O)Nc1ccc(N)nc1. RXN SMILES: [Li+:22].[NH2:1][c:2]1[cH:3][cH:4][c:5]([NH:8][C:9](=[O:10])[c:11]2[cH:12][c:13]([C:14](=[O:15])[O:16][CH3:17])[cH:18][cH:19][c:20]2[CH3:21])[cH:6][n:7]1.[O:24]1[CH2:25][CH2:26][CH2:27][CH2:28]1.[OH-:23].[OH2:29]>>[NH2:1][c:2]1[cH:3][cH:4][c:5]([NH:8][C:9](=[O:10])[c:11]2[cH:12][c:13]([C:14](=[O:15])[OH:16])[cH:18][cH:19][c:20]2[CH3:21])[cH:6][n:7]1. Starting materials: CS(=O)(=O)c1ccc(NC2CCN(Cc3ccccc3)CC2)c([N+](=O)[O-])c1, CO, [H][H]. The product is CS(=O)(=O)c1ccc(NC2CCN(Cc3ccccc3)CC2)c(N)c1. RXN SMILES: [CH2:1]([c:2]1[cH:3][cH:4][cH:5][cH:6][cH:7]1)[N:8]1[CH2:9][CH2:10][CH:11]([NH:14][c:15]2[c:16]([N+:25]([O-:26])=[O:27])[cH:17][c:18]([S:21](=[O:22])(=[O:23])[CH3:24])[cH:19][cH:20]2)[CH2:12][CH2:13]1.[CH3:30][OH:31].[H:28][H:29]>>[CH2:1]([c:2]1[cH:3][cH:4][cH:5][cH:6][cH:7]1)[N:8]1[CH2:9][CH2:10][CH:11]([NH:14][c:15]2[c:16]([NH2:25])[cH:17][c:18]([S:21](=[O:22])(=[O:23])[CH3:24])[cH:19][cH:20]2)[CH2:12][CH2:13]1.